Dataset: the Open Reaction Database (ORD), a public repository of structured organic reaction records. Task: describe an organic reaction: reactants, conditions, products, and yield The reactants are FC(C1=NC2=C(N1C1=CC(=NC(=N1)N1CCOCC1)O[C@@H]1CC[C@H](CC1)NC([C@H](CCSC)NC(OC(C)(C)C)=O)=O)C=CC=C2)F (tert-butyl [(2S)-1-{[trans-4-({6-[2-(difluoromethyl)-1H-benzimidazol-1-yl]-2-(morpholin-4-yl)pyrimidin-4-yl}oxy)cyclohexyl]amino}-4-(methylsulfanyl)-1-oxobutan-2-yl]carbamate), CI (methyl iodide). Reaction conditions: time 8 hour. The product is desired compound, [I-].C(C)(C)(C)OC(=O)N[C@@H](CC[S+](C)C)C(=O)N[C@@H]1CC[C@H](CC1)OC1=NC(=NC(=C1)N1C(=NC2=C1C=CC=C2)C(F)F)N2CCOCC2 ([(3S)-3-[(tert-butoxycarbonyl)amino]-4-{[trans-4-({6-[2-(difluoromethyl)-1H-benzimidazol-1-yl]-2-(morpholin-4-yl)pyrimidin-4-yl}oxy)cyclohexyl]amino}-4-oxobutyl](dimethyl)sulfonium iodide). RXN SMILES: [F:1][CH:2]([F:47])[C:3]1[N:7]([C:8]2[N:13]=[C:12]([N:14]3[CH2:19][CH2:18][O:17][CH2:16][CH2:15]3)[N:11]=[C:10]([O:20][C@H:21]3[CH2:26][CH2:25][C@H:24]([NH:27][C:28](=[O:42])[C@@H:29]([NH:34][C:35](=[O:41])[O:36][C:37]([CH3:40])([CH3:39])[CH3:38])[CH2:30][CH2:31][S:32][CH3:33])[CH2:23][CH2:22]3)[CH:9]=2)[C:6]2[CH:43]=[CH:44][CH:45]=[CH:46][C:5]=2[N:4]=1.[CH3:48][I:49]>>[I-:49].[C:37]([O:36][C:35]([NH:34][C@H:29]([C:28]([NH:27][C@H:24]1[CH2:23][CH2:22][C@H:21]([O:20][C:10]2[CH:9]=[C:8]([N:7]3[C:6]4[CH:43]=[CH:44][CH:45]=[CH:46][C:5]=4[N:4]=[C:3]3[CH:2]([F:1])[F:47])[N:13]=[C:12]([N:14]3[CH2:15][CH2:16][O:17][CH2:18][CH2:19]3)[N:11]=2)[CH2:26][CH2:25]1)=[O:42])[CH2:30][CH2:31][S+:32]([CH3:48])[CH3:33])=[O:41])([CH3:40])([CH3:38])[CH3:39] |f:2.3|. Procedure: To tert-butyl [(2S)-1-{[trans-4-({6-[2-(difluoromethyl)-1H-benzimidazol-1-yl]-2-(morpholin-4-yl)pyrimidin-4-yl}oxy)cyclohexyl]amino}-4-(methylsulfanyl)-1-oxobutan-2-yl]carbamate (760 mg) was added methyl iodide (3.5 mL), followed by stirring at room temperature overnight. Methyl iodide was evaporated under reduced pressure to obtain a desired compound [(3S)-3-[(tert-butoxycarbonyl)amino]-4-{[trans-4-({6-[2-(difluoromethyl)-1H-benzimidazol-1-yl]-2-(morpholin-4-yl)pyrimidin-4-yl}oxy)cyclohexyl]ami... Reactants: Cc1cccc(CN(C(=O)OC(C)(C)C)c2cncc(N3CCNCC3)n2)n1, ClCCl, O=C(O)C(F)(F)F. The product is Cc1cccc(CNc2cncc(N3CCNCC3)n2)n1. Reaction SMILES: [C:1]([O:2][C:3](=[O:4])[N:7]([c:8]1[cH:9][n:10][cH:11][c:12]([N:14]2[CH2:15][CH2:16][NH:17][CH2:18][CH2:19]2)[n:13]1)[CH2:20][c:21]1[n:22][c:23]([CH3:27])[cH:24][cH:25][cH:26]1)([CH3:5])([CH3:6])[CH3:28].[CH2:36]([Cl:37])[Cl:38].[OH:29][C:30]([C:31]([F:32])([F:33])[F:34])=[O:35]>>[NH:7]([c:8]1[cH:9][n:10][cH:11][c:12]([N:14]2[CH2:15][CH2:16][NH:17][CH2:18][CH2:19]2)[n:13]1)[CH2:20][c:21]1[n:22][c:23]([CH3:27])[cH:24][cH:25][cH:26]1. Reactants: C1=C(C=CC2=CC=CC=C12)O (2-naphthol), C1(=CC=C(C=C1)S(=O)(=O)OCCCCCCCCCl)C (1-(p-toluenesulphonyloxy)-8-chlorooctane), C([O-])([O-])=O.[K+].[K+] (potassium carbonate), CN(C=O)C (dimethylformamide). Solvent: CCOCC (ether), O (Water). Conditions: time 4 hour. Product: C1=C(C=CC2=CC=CC=C12)OCCCCCCCCCl (1-(2-Naphthyloxy)-8-chloro-octane). Reaction SMILES: [CH:1]1[C:10]2[C:5](=[CH:6][CH:7]=[CH:8][CH:9]=2)[CH:4]=[CH:3][C:2]=1[OH:11].C1(C)C=CC(S(O[CH2:22][CH2:23][CH2:24][CH2:25][CH2:26][CH2:27][CH2:28][CH2:29][Cl:30])(=O)=O)=CC=1.C(=O)([O-])[O-].[K+].[K+].CN(C)C=O>CCOCC.O>[CH:1]1[C:10]2[C:5](=[CH:6][CH:7]=[CH:8][CH:9]=2)[CH:4]=[CH:3][C:2]=1[O:11][CH2:22][CH2:23][CH2:24][CH2:25][CH2:26][CH2:27][CH2:28][CH2:29][Cl:30] |f:2.3.4|. Procedure: A mixture of 2-naphthol (17.5 g), 1-(p-toluenesulphonyloxy)-8-chlorooctane (32.0 g), anhydrous potassium carbonate (32.0 g) and dimethylformamide (200 ml) was stirred at 60° for 4 hours. Water and ether were then added, and the ethereal solution was washed with water and dilute aqueous potassium hydroxide, then dried and evaporated. The residue was chromotographed on silica gel, eluting with 3:2 hexane:dichloromethane, to afford the title compound as a solid, mp 35°. Starting materials: [I-].N1(CCCC2=CC=CC=C12)C(=O)N1C=[N+](C=C1)C (1-(3,4-dihydroquinolin-1(2H)-ylcarbonyl)-3-methyl-1H-imidazol-3-ium iodide), ClCCl (dichloromethane), N1CCC(C(=O)OCC)CC1 (ethyl isonipecotate). Solvent: C(C)N(CC)CC (triethylamine). Conditions: time 20 hour. Product: N1(CCCC2=CC=CC=C12)C(=O)N1CCC(CC1)C(=O)OCC (Ethyl 1-(3,4-dihydroquinolin-1(2H)-ylcarbonyl)piperidine-4-carboxylate). RXN SMILES: [I-].[N:2]1([C:12]([N:14]2[CH:18]=[CH:17][N+](C)=[CH:15]2)=[O:13])[C:11]2[C:6](=[CH:7][CH:8]=[CH:9][CH:10]=2)[CH2:5][CH2:4][CH2:3]1.ClCCl.N1CC[CH:26]([C:27]([O:29][CH2:30][CH3:31])=[O:28])[CH2:25]C1>C(N(CC)CC)C>[N:2]1([C:12]([N:14]2[CH2:15][CH2:25][CH:26]([C:27]([O:29][CH2:30][CH3:31])=[O:28])[CH2:17][CH2:18]2)=[O:13])[C:11]2[C:6](=[CH:7][CH:8]=[CH:9][CH:10]=2)[CH2:5][CH2:4][CH2:3]1 |f:0.1|. Procedure: 16.5 g of 1-(3,4-dihydroquinolin-1(2H)-ylcarbonyl)-3-methyl-1H-imidazol-3-ium iodide, 224 ml of dichloromethane and 8.45 g of ethyl isonipecotate, followed by 31.22 ml of triethylamine, are introduced into a 500 ml round-bottomed flask. The reaction medium is stirred at ambient temperature for 20 hours. The solvent is evaporated under reduced pressure and the residue is taken up in ethyl acetate and then washed with water. The organic phase is dried over sodium sulfate and the solvent is evapora...